This data is from the Open Reaction Database (ORD), a public repository of structured organic reaction records. The task is: describe an organic reaction: reactants, conditions, products, and yield Starting materials: FC(C1=C(C=O)C=CC=C1)(F)F (2-trifluoromethylbenzaldehyde), CC(OCC)=O (EA). The product is FC(C1=C(C(C(=O)O)O)C=CC=C1)(F)F (2-Trifluoromethylmandelic acid). Reaction SMILES: [F:1][C:2]([F:12])([F:11])[C:3]1[CH:10]=[CH:9][CH:8]=[CH:7][C:4]=1[CH:5]=[O:6].C[C:14](=[O:18])[O:15]CC>>[F:1][C:2]([F:11])([F:12])[C:3]1[CH:10]=[CH:9][CH:8]=[CH:7][C:4]=1[CH:5]([OH:6])[C:14]([OH:18])=[O:15]. Procedure details: The 2-trifluoromethylbenzaldehyde (43.9 g, 252 mmol) was converted to product in a manner substantially analogous to Preparation 59 to yield 39.1 g. (70.5%). EA, MS(FD). The reactants are C(C)N(CC1=C(C=CC=C1)OC1=CC=CC=C1)C1=NC=C(C=C1)C(=O)OC (methyl 2-(N-ethyl-N-(2-phenoxybenzyl)-amino)pyridine-5-carboxylate), [OH-].[Na+] (sodium hydroxide). The solvent is C1CCOC1 (THF), CO (methanol). Conditions: time 60 hour. The product is C(C)N(CC1=C(C=CC=C1)OC1=CC=CC=C1)C1=NC=C(C=C1)C(=O)O (2-(N-ethyl-N-(2-phenoxybenzyl)amino)pyridine-5-carboxylic acid). Reaction SMILES: [CH2:1]([N:3]([C:18]1[CH:23]=[CH:22][C:21]([C:24]([O:26]C)=[O:25])=[CH:20][N:19]=1)[CH2:4][C:5]1[CH:10]=[CH:9][CH:8]=[CH:7][C:6]=1[O:11][C:12]1[CH:17]=[CH:16][CH:15]=[CH:14][CH:13]=1)[CH3:2].[OH-].[Na+]>C1COCC1.CO>[CH2:1]([N:3]([C:18]1[CH:23]=[CH:22][C:21]([C:24]([OH:26])=[O:25])=[CH:20][N:19]=1)[CH2:4][C:5]1[CH:10]=[CH:9][CH:8]=[CH:7][C:6]=1[O:11][C:12]1[CH:17]=[CH:16][CH:15]=[CH:14][CH:13]=1)[CH3:2] |f:1.2|. Procedure details: A solution of methyl 2-(N-ethyl-N-(2-phenoxybenzyl)-amino)pyridine-5-carboxylate (0.65 g, 1.74 mmol) in THF (3 ml) and methanol (3 ml) was treated with aqueous sodium hydroxide (1N, 4 ml). The reaction mixture was heated at reflux for 3 hours cooled to ambient and allowed to stand for 60 hours, then heated at reflux for 3 hours. The organic solvent was evaporated, the residue diluted with water and acidified (pH1) with HCl (conc.). The aqueous suspension was extracted with ethyl acetate, the org... The reactants are BrC(Br)(Br)Br, ClCCl, CC(C)Oc1ccc(C2(C)NC(=O)N(CC#CCO)C2=O)cc1, c1ccc(P(c2ccccc2)c2ccccc2)cc1. Product: CC(C)Oc1ccc(C2(C)NC(=O)N(CC#CCBr)C2=O)cc1. RXN SMILES: [C:20]([Br:21])([Br:22])([Br:23])[Br:24].[Cl:48][CH2:49][Cl:50].[OH:25][CH2:26][C:27]#[C:28][CH2:29][N:30]1[C:31](=[O:47])[NH:32][C:33]([c:36]2[cH:37][cH:38][c:39]([O:42][CH:43]([CH3:44])[CH3:45])[cH:40][cH:41]2)([CH3:46])[C:34]1=[O:35].[c:1]1([P:2]([c:3]2[cH:4][cH:5][cH:6][cH:7][cH:8]2)[c:9]2[cH:10][cH:11][cH:12][cH:13][cH:14]2)[cH:15][cH:16][cH:17][cH:18][cH:19]1>>[CH2:20]([Br:24])[C:27]#[C:28][CH2:29][N:30]1[C:31](=[O:47])[NH:32][C:33]([c:36]2[cH:37][cH:38][c:39]([O:42][CH:43]([CH3:44])[CH3:45])[cH:40][cH:41]2)([CH3:46])[C:34]1=[O:35].